Dataset: the Open Reaction Database (ORD), a public repository of structured organic reaction records. Task: describe an organic reaction: reactants, conditions, products, and yield Starting materials: [Li]CCCC (n-BuLi), BrC=1N=C(N(C1Br)COCC[Si](C)(C)C)C1=CC=C(C=C1)C(F)(F)F (4,5-dibromo-2-(4-(trifluoromethyl)phenyl)-1-((2-(trimethylsilyl)ethoxy)methyl)-1H-imidazole), ClC1=NC=CC=N1 (2-chloropyrimidine). The solvent is C1CCOC1 (THF), C1CCOC1 (THF). Reaction conditions: temperature -40 celsius, time 30 minute. Product: BrC=1N=C(N(C1C1C=CN=C(N1)Cl)COCC[Si](C)(C)C)C1=CC=C(C=C1)C(F)(F)F (6-(4-bromo-2-(4-(trifluoromethyl)phenyl)-1-((2-(trimethylsilyl)ethoxy)-methyl)-1H-imidazol-5-yl)-2-chloro-1,6-dihydropyrimidine). Isolated yield 102.5%. RXN SMILES: [Br:1][C:2]1[N:3]=[C:4]([C:16]2[CH:21]=[CH:20][C:19]([C:22]([F:25])([F:24])[F:23])=[CH:18][CH:17]=2)[N:5]([CH2:8][O:9][CH2:10][CH2:11][Si:12]([CH3:15])([CH3:14])[CH3:13])[C:6]=1Br.[Li]CCCC.[Cl:31][C:32]1[N:37]=[CH:36][CH:35]=[CH:34][N:33]=1>C1COCC1>[Br:1][C:2]1[N:3]=[C:4]([C:16]2[CH:21]=[CH:20][C:19]([C:22]([F:25])([F:24])[F:23])=[CH:18][CH:17]=2)[N:5]([CH2:8][O:9][CH2:10][CH2:11][Si:12]([CH3:15])([CH3:14])[CH3:13])[C:6]=1[CH:36]1[NH:37][C:32]([Cl:31])=[N:33][CH:34]=[CH:35]1. Reported procedure: A solution of 4,5-dibromo-2-(4-(trifluoromethyl)phenyl)-1-((2-(trimethylsilyl)ethoxy)methyl)-1H-imidazole (1.0 g, 2.0 mmol) in dry THF (10 mL) was cooled to −78° C. under Argon. n-BuLi (1.0 mL, 2.5 M in hexane, 2.5 mmol) was added dropwise, afterwards the reaction was maintained below −70° C. for an additional 45 minutes. A solution of 2-chloropyrimidine (0.29 g, 2.5 mmol) in dry THF (2 mL) was added dropwise at −78° C. After addition, the reaction was allowed to warm to −40° C. over 25 minutes ... Starting materials: C(=O)(OC)[C@@H]1[C@H]2CC[C@@H](C[C@@H]1C1=CC=C(C=C1)Br)N2C (2β-carbomethoxy-3β-(4′-bromophenyl)tropane), C(=C)[Sn](CCCC)(CCCC)CCCC (vinyltributyltin). Product: C(=O)(OC)[C@@H]1[C@H]2CC[C@@H](C[C@@H]1C1=CC=C(C=C1)C=C)N2C (2β-carbomethoxy -3β-(4′-ethenylphenyl)tropane). Reaction SMILES: [C:1]([C@H:5]1[C@@H:11]([C:12]2[CH:17]=[CH:16][C:15](Br)=[CH:14][CH:13]=2)[CH2:10][C@H:9]2[N:19]([CH3:20])[C@@H:6]1[CH2:7][CH2:8]2)([O:3][CH3:4])=[O:2].[CH:21]([Sn](CCCC)(CCCC)CCCC)=[CH2:22]>>[C:1]([C@H:5]1[C@@H:11]([C:12]2[CH:17]=[CH:16][C:15]([CH:21]=[CH2:22])=[CH:14][CH:13]=2)[CH2:10][C@H:9]2[N:19]([CH3:20])[C@@H:6]1[CH2:7][CH2:8]2)([O:3][CH3:4])=[O:2]. Procedure: Scheme 5 provides exemplary synthetic route for 2β-carbomethoxy-3β-4′-(Z-2-iodoethenyl)phenyl)tropane (ZIET) and [123I] ZIET. The preparation of ZIET involved a five-step sequence of reactions. In this synthetic approach 2β-carbomethoxy-3β-(4′-bromophenyl)tropane was treated with vinyltributyltin to yield 2β-carbomethoxy -3β-(4′-ethenylphenyl)tropane. The vinyltropane derivative was converted to 2β-carbomethoxy-3β-(4′-formylphenyl)tropane followed by reaction with triphenyl-phosphoniumiodomethyn... The reactants are CN(C(=N)NC(NCC1=CC=C(C=C1)C(C(=O)[O-])CCCCCC)=N)C (4-{[3-(N,N-Dimethylcarbamimidoyl)guanidino]methyl}phenyl-octanoate), CN(C(=N)NC(NCC1=CC=C(C=C1)CCN(C([O-])=O)CC)=N)C (4-{[3-(N,N Dimethylcarbamimidoyl)guanidino]methyl}phenyl-diethylcarbamate). Product: C(C)(C)(C)OC(NC1=CC=C(C=C1)CNC(=N)NC(N(C)C)=N)=O (tert-Butyl4-[(3 (N,N-Dimethylcarbamimidoyl)guanidino)methyl]phenyl-carbamate). As a reaction SMILES: [CH3:1][N:2]([CH3:26])[C:3]([NH:5][C:6](=[NH:25])[NH:7][CH2:8][C:9]1[CH:14]=[CH:13][C:12](C(CCCCCC)C([O-])=O)=[CH:11][CH:10]=1)=[NH:4].CN(C)C(NC(=N)NCC1C=CC(CC[N:43](CC)[C:44](=[O:46])[O-:45])=CC=1)=N>>[C:9]([O:45][C:44](=[O:46])[NH:43][C:12]1[CH:11]=[CH:10][C:9]([CH2:8][NH:7][C:6]([NH:5][C:3](=[NH:4])[N:2]([CH3:1])[CH3:26])=[NH:25])=[CH:14][CH:13]=1)([CH3:14])([CH3:10])[CH3:8]. Procedure details: In a similar manner 4-{[3-(N,N-Dimethylcarbamimidoyl)guanidino]methyl}phenyl-octanoate (Example 14) and 4-{[3-(N,N Dimethylcarbamimidoyl)guanidino]methyl}phenyl-diethylcarbamate (Example 15) were synthesized. Reactants: CC(=O)O[BH-](OC(C)=O)OC(C)=O, CO, ClCCl, O=CCn1c(=O)ccc2ccc(F)cc21, [Na+], O=C(NCC1CNCCC1O)OCc1ccccc1. Yields the product O=C(NCC1CN(CCn2c(=O)ccc3ccc(F)cc32)CCC1O)OCc1ccccc1. RXN SMILES: [C:37]([O:38][BH-:39]([O:40][C:41](=[O:42])[CH3:43])[O:44][C:45](=[O:46])[CH3:47])(=[O:48])[CH3:49].[CH3:20][OH:21].[Cl:51][CH2:52][Cl:53].[F:22][c:23]1[cH:24][cH:25][c:26]2[cH:27][cH:28][c:29](=[O:36])[n:30]([CH2:33][CH:34]=[O:35])[c:31]2[cH:32]1.[Na+:50].[OH:1][CH:2]1[CH:3]([CH2:8][NH:9][C:10]([O:11][CH2:12][c:13]2[cH:14][cH:15][cH:16][cH:17][cH:18]2)=[O:19])[CH2:4][NH:5][CH2:6][CH2:7]1>>[OH:1][CH:2]1[CH:3]([CH2:8][NH:9][C:10]([O:11][CH2:12][c:13]2[cH:14][cH:15][cH:16][cH:17][cH:18]2)=[O:19])[CH2:4][N:5]([CH2:34][CH2:33][n:30]2[c:29](=[O:36])[cH:28][cH:27][c:26]3[cH:25][cH:24][c:23]([F:22])[cH:32][c:31]32)[CH2:6][CH2:7]1. Starting materials: Cc1ccccc1, COc1cc2ncnc(Cl)c2cc1OC1CCC(N2CCN(C)C(=O)C2)CC1, COc1cc2ncnc(Cl)c2cc1OC1CCC(N2CCN(C)C(=O)C2)CC1, Nc1cccc(Cl)c1F, Cl, Cl. Yields the product COc1cc2ncnc(Nc3cccc(Cl)c3F)c2cc1OC1CCC(N2CCN(C)C(=O)C2)CC1. Reaction SMILES: [CH3:67][c:68]1[cH:69][cH:70][cH:71][cH:72][cH:73]1.[Cl:1][c:2]1[n:3][cH:4][n:5][c:6]2[cH:7][c:8]([O:27][CH3:28])[c:9]([O:12][CH:13]3[CH2:14][CH2:15][CH:16]([N:19]4[CH2:20][C:21](=[O:26])[N:22]([CH3:25])[CH2:23][CH2:24]4)[CH2:17][CH2:18]3)[cH:10][c:11]12.[Cl:30][c:31]1[c:32]2[c:33]([cH:34][c:35]([O:36][CH3:37])[c:38]([O:39][CH:40]3[CH2:41][CH2:42][CH:43]([N:44]4[CH2:45][CH2:46][N:47]([CH3:48])[C:49](=[O:50])[CH2:51]4)[CH2:52][CH2:53]3)[cH:54]2)[n:55][cH:56][n:57]1.[Cl:58][c:59]1[c:60]([F:66])[c:61]([NH2:62])[cH:63][cH:64][cH:65]1.[ClH:29].[ClH:74]>>[c:2]1([NH:62][c:61]2[c:60]([F:66])[c:59]([Cl:58])[cH:65][cH:64][cH:63]2)[n:3][cH:4][n:5][c:6]2[cH:7][c:8]([O:27][CH3:28])[c:9]([O:12][CH:13]3[CH2:14][CH2:15][CH:16]([N:19]4[CH2:20][C:21](=[O:26])[N:22]([CH3:25])[CH2:23][CH2:24]4)[CH2:17][CH2:18]3)[cH:10][c:11]12. The reactants are C(#N)C1=C(C=CC=2SC3=C(C21)C=CC=C3)NC(C(C)(C)C)=O (1-cyano-2-pivaloylaminodibenzothiophene), C(C)(=O)O (acetic acid), OO (hydrogen peroxide), O (water). Conditions: temperature 80 celsius. Product: C(#N)C1=C(C=CC=2S(C3=C(C21)C=CC=C3)(=O)=O)NC(C(C)(C)C)=O (1-Cyano-5,5-dioxo-2-pivaloylaminodibenzothiophene). As a reaction SMILES: [C:1]([C:3]1[C:11]2[C:10]3[CH:12]=[CH:13][CH:14]=[CH:15][C:9]=3[S:8][C:7]=2[CH:6]=[CH:5][C:4]=1[NH:16][C:17](=[O:22])[C:18]([CH3:21])([CH3:20])[CH3:19])#[N:2].C(O)(=[O:25])C.OO.[OH2:29]>>[C:1]([C:3]1[C:11]2[C:10]3[CH:12]=[CH:13][CH:14]=[CH:15][C:9]=3[S:8](=[O:25])(=[O:29])[C:7]=2[CH:6]=[CH:5][C:4]=1[NH:16][C:17](=[O:22])[C:18]([CH3:19])([CH3:21])[CH3:20])#[N:2]. Procedure details: A mixture of 1-cyano-2-pivaloylaminodibenzothiophene (Example 68; 0.034 g, 0.11 mmol) glacial acetic acid (2 ml) and 30% hydrogen peroxide (0.2 ml) was heated at 80° C. for 4 hours. The mixture was cooled and poured into water. The precipitate was filtered and washed extensively with water to give the title compound. NMR 9.95 (s, 1H), 8.57 (d, 1H), 8.32 (d, 1H), 8.11 (d, 1H), 7.95 (t, 1H), 7.82 (t, 1H), 7.75 (d, 1H), 1.28 (s, 9H); m/z 341. Starting materials: Cc1c(C=O)c2ccccc2n1-c1ccc(OCc2ccccc2)c(F)c1, CO, Cl, NO, c1ccncc1. Yields the product Cc1c(C=NO)c2ccccc2n1-c1ccc(OCc2ccccc2)c(F)c1. As a reaction SMILES: [CH2:1]([c:2]1[cH:3][cH:4][cH:5][cH:6][cH:7]1)[O:8][c:9]1[c:10]([F:27])[cH:11][c:12](-[n:15]2[c:16]([CH3:26])[c:17]([CH:24]=[O:25])[c:18]3[cH:19][cH:20][cH:21][cH:22][c:23]23)[cH:13][cH:14]1.[CH3:31][OH:32].[ClH:28].[NH2:29][OH:30].[cH:33]1[cH:34][cH:35][n:36][cH:37][cH:38]1>>[CH2:1]([c:2]1[cH:3][cH:4][cH:5][cH:6][cH:7]1)[O:8][c:9]1[c:10]([F:27])[cH:11][c:12](-[n:15]2[c:16]([CH3:26])[c:17]([CH:24]=[N:29][OH:30])[c:18]3[cH:19][cH:20][cH:21][cH:22][c:23]23)[cH:13][cH:14]1. Reactants: C(C)OC(C(=C)C1=CC=C(C=C1)NC(=O)OCC1=CC=CC=C1)=O (2-(4-(benzyloxycarbonylamino)phenyl)prop-2-enoic acid ethyl ester), C(C)(=S)O (thioacetic acid). Run in C(Cl)(Cl)Cl (chloroform). Product: C(C)OC(C(CSC(C)=O)C1=CC=C(C=C1)NC(=O)OCC1=CC=CC=C1)=O (2-(4-(benzyloxycarbonylamino)phenyl)-3-(acetylthio)propanoic acid ethyl ester). Reaction SMILES: [CH2:1]([O:3][C:4](=[O:24])[C:5]([C:7]1[CH:12]=[CH:11][C:10]([NH:13][C:14]([O:16][CH2:17][C:18]2[CH:23]=[CH:22][CH:21]=[CH:20][CH:19]=2)=[O:15])=[CH:9][CH:8]=1)=[CH2:6])[CH3:2].[C:25]([OH:28])(=[S:27])[CH3:26]>C(Cl)(Cl)Cl>[CH2:1]([O:3][C:4](=[O:24])[CH:5]([C:7]1[CH:12]=[CH:11][C:10]([NH:13][C:14]([O:16][CH2:17][C:18]2[CH:23]=[CH:22][CH:21]=[CH:20][CH:19]=2)=[O:15])=[CH:9][CH:8]=1)[CH2:6][S:27][C:25](=[O:28])[CH3:26])[CH3:2]. Procedure details: A solution of 2-(4-(benzyloxycarbonylamino)phenyl)prop-2-enoic acid ethyl ester (2.2 g, 7.55 mmol) and thioacetic acid (5 mL) in 10 mL of chloroform was heated for 18 hours. The reaction mixture was evaporated in vacuo and purified by flash chromatography through silica gel (5/1 hexanes/ethyl acetate) to afford 2-(4-(benzyloxycarbonylamino)phenyl)-3-(acetylthio)propanoic acid ethyl ester, 0.22 g (8%) as an oil. Starting materials: FC(C(=O)[O-])(F)F (trifluoroacetate), C1(=CC=CC=C1)OC (anisole), FC(C(=O)[O-])(F)F (trifluoroacetate), CON=C(C(=O)NC1[C@@H]2N(C(=C(CS2)COC(=O)N2CCN(CC2)C)C(=O)OC(C2=CC=CC=C2)C2=CC=CC=C2)C1=O)C=1N=C(SC1)NC=O (benzhydryl 7-[2-methoxyimino-2-(2-formamidothiazol-4-yl)acetamido]-3-(4-methyl-1-piperazinyl)carbonyloxymethyl-3-cephem-4-carboxylate). The solvent is C(Cl)Cl (methylene chloride). Run at time 4 hour. Yields the product CON=C(C(=O)NC1[C@@H]2N(C(=C(CS2)COC(=O)N2CCN(CC2)C)C(=O)O)C1=O)C=1N=C(SC1)NC=O (7-[2-methoxyimino-2-(2-formamidothiazol-4-yl)acetamido]-3-(4-methyl-1-piperazinyl)carbonyloxymethyl-3-cephem-4-carboxylic acid). Reaction SMILES: [CH3:1][O:2][N:3]=[C:4]([C:44]1[N:45]=[C:46]([NH:49][CH:50]=[O:51])[S:47][CH:48]=1)[C:5]([NH:7][CH:8]1[C:42](=[O:43])[N:10]2[C:11]([C:26]([O:28]C(C3C=CC=CC=3)C3C=CC=CC=3)=[O:27])=[C:12]([CH2:15][O:16][C:17]([N:19]3[CH2:24][CH2:23][N:22]([CH3:25])[CH2:21][CH2:20]3)=[O:18])[CH2:13][S:14][C@H:9]12)=[O:6].FC(F)(F)C([O-])=O.C1(OC)C=CC=CC=1>C(Cl)Cl>[CH3:1][O:2][N:3]=[C:4]([C:44]1[N:45]=[C:46]([NH:49][CH:50]=[O:51])[S:47][CH:48]=1)[C:5]([NH:7][CH:8]1[C:42](=[O:43])[N:10]2[C:11]([C:26]([OH:28])=[O:27])=[C:12]([CH2:15][O:16][C:17]([N:19]3[CH2:24][CH2:23][N:22]([CH3:25])[CH2:21][CH2:20]3)=[O:18])[CH2:13][S:14][C@H:9]12)=[O:6]. Procedure details: To a solution of benzhydryl 7-[2-methoxyimino-2-(2-formamidothiazol-4-yl)acetamido]-3-(4-methyl-1-piperazinyl)carbonyloxymethyl-3-cephem-4-carboxylate.trifluoroacetate (syn isomer)(1.4 g) in methylene chloride (30 ml) were added anisole (1.4 ml) and trifluoroacetate acid (1.83 ml) with stirring under ice-cooling and the stirring was continued for 4 hours at 5° C. The reaction mixture was evaporated and the residual oil was pulverized in diethyl ether, collected by filtration and then dried to gi... Reactants: FC1=CC=C(C=C1)S(=O)(=O)NC=1C=CC(=NC1)C(=O)OC (methyl 5-[(4-fluorophenylsulfonyl)amino]pyridine-2-carboxylate), compound, COCCN (2-methoxyethylamine). Product: COCCNC(=O)C1=NC=C(C=C1)NS(=O)(=O)C1=CC=C(C=C1)F (N-(2-Methoxyethyl)-5-[(4-fluorophenylsulfonyl)amino]pyridine-2-carboxamide). As a reaction SMILES: [F:1][C:2]1[CH:7]=[CH:6][C:5]([S:8]([NH:11][C:12]2[CH:13]=[CH:14][C:15]([C:18]([O:20]C)=O)=[N:16][CH:17]=2)(=[O:10])=[O:9])=[CH:4][CH:3]=1.[CH3:22][O:23][CH2:24][CH2:25][NH2:26]>>[CH3:22][O:23][CH2:24][CH2:25][NH:26][C:18]([C:15]1[CH:14]=[CH:13][C:12]([NH:11][S:8]([C:5]2[CH:4]=[CH:3][C:2]([F:1])=[CH:7][CH:6]=2)(=[O:9])=[O:10])=[CH:17][N:16]=1)=[O:20]. Procedure details: 0.5 g (1.61 mmol) of methyl 5-[(4-fluorophenylsulfonyl)amino]pyridine-2-carboxylate (compound from Example 4a) is stirred at 70° C. for 3 h in 5 ml of 2-methoxyethylamine. The mixture is concentrated, the residue is dissolved in water, the solution is acidified with conc. HCl, the solid is filtered off with suction and washed with water and 0.53 g of the title compound is obtained in the form of colorless crystals, M.p. 154° C.